From a dataset of the Open Reaction Database (ORD), a public repository of structured organic reaction records. describe an organic reaction: reactants, conditions, products, and yield The reactants are c1ccc(CNCc2ccccc2)cc1, Cn1cc(C(=O)C(=O)O)c2ccccc21, CC#N. Yields the product Cn1cc(C(=O)C(=O)N(Cc2ccccc2)Cc2ccccc2)c2ccccc21. RXN SMILES: [CH2:16]([c:17]1[cH:18][cH:19][cH:20][cH:21][cH:22]1)[NH:23][CH2:24][c:25]1[cH:26][cH:27][cH:28][cH:29][cH:30]1.[CH3:1][n:2]1[cH:3][c:4]([C:11]([C:12](=[O:13])[OH:14])=[O:15])[c:5]2[cH:6][cH:7][cH:8][cH:9][c:10]12.[CH3:31][C:32]#[N:33]>>[CH3:1][n:2]1[cH:3][c:4]([C:11]([C:12](=[O:14])[N:23]([CH2:16][c:17]2[cH:18][cH:19][cH:20][cH:21][cH:22]2)[CH2:24][c:25]2[cH:26][cH:27][cH:28][cH:29][cH:30]2)=[O:15])[c:5]2[cH:6][cH:7][cH:8][cH:9][c:10]12. The reactants are CCO, N#Cc1oc2cc(Cl)ccc2c1O, Cl. Product: CCOC(=N)c1oc2cc(Cl)ccc2c1O. RXN SMILES: [CH3:14][CH2:15][OH:16].[Cl:1][c:2]1[cH:3][cH:4][c:5]2[c:6]([o:7][c:8]([C:11]#[N:12])[c:9]2[OH:10])[cH:13]1.[ClH:17]>>[Cl:1][c:2]1[cH:3][cH:4][c:5]2[c:6]([o:7][c:8]([C:11](=[NH:12])[O:16][CH2:15][CH3:14])[c:9]2[OH:10])[cH:13]1. The reactants are CC(C)(C#N)c1cccc(C(=O)O)c1, CCN=C=NCCCN(C)C, CN(C)C=O, Cl, COc1ccc(N)cc1Oc1ccc2nc(NC(=O)C3CC3)cn2n1, On1nnc2ccccc21. Yields the product COc1ccc(NC(=O)c2cccc(C(C)(C)C#N)c2)cc1Oc1ccc2nc(NC(=O)C3CC3)cn2n1. As a reaction SMILES: [C:26](#[N:27])[C:28]([CH3:29])([CH3:30])[c:31]1[cH:32][c:33]([C:34](=[O:35])[OH:36])[cH:37][cH:38][cH:39]1.[CH3:41][N:42]([CH3:43])[CH2:44][CH2:45][CH2:46][N:47]=[C:48]=[N:49][CH2:50][CH3:51].[CH3:62][N:63]([CH3:64])[CH:65]=[O:66].[ClH:40].[NH2:1][c:2]1[cH:3][cH:4][c:5]([O:24][CH3:25])[c:6]([O:7][c:8]2[cH:9][cH:10][c:11]3[n:12]([n:13]2)[cH:14][c:15]([NH:17][C:18](=[O:19])[CH:20]2[CH2:21][CH2:22]2)[n:16]3)[cH:23]1.[OH:52][n:53]1[c:54]2[cH:55][cH:56][cH:57][cH:58][c:59]2[n:60][n:61]1>>[NH:1]([c:2]1[cH:3][cH:4][c:5]([O:24][CH3:25])[c:6]([O:7][c:8]2[cH:9][cH:10][c:11]3[n:12]([n:13]2)[cH:14][c:15]([NH:17][C:18](=[O:19])[CH:20]2[CH2:21][CH2:22]2)[n:16]3)[cH:23]1)[C:34]([c:33]1[cH:32][c:31]([C:28]([C:26]#[N:27])([CH3:29])[CH3:30])[cH:39][cH:38][cH:37]1)=[O:35]. The reactants are ClC=1C(=NSN1)C=1C=NC=CC1 (3-(4-chloro-1,2,5-thiadiazol-3-yl)pyridine), N1CCOCC1 (morpholine). Solvent: CN(C)C=O (DMF). The product is O1CCN(CC1)C=1C(=NSN1)C=1C=NC=CC1 (3-(4-morpholino-1,2,5-thiadiazol-3-yl)pyridine). Reaction SMILES: Cl[C:2]1[C:3]([C:7]2[CH:8]=[N:9][CH:10]=[CH:11][CH:12]=2)=[N:4][S:5][N:6]=1.[NH:13]1[CH2:18][CH2:17][O:16][CH2:15][CH2:14]1>CN(C=O)C>[O:16]1[CH2:17][CH2:18][N:13]([C:2]2[C:3]([C:7]3[CH:8]=[N:9][CH:10]=[CH:11][CH:12]=3)=[N:4][S:5][N:6]=2)[CH2:14][CH2:15]1. Procedure details: A solution of 3-(4-chloro-1,2,5-thiadiazol-3-yl)pyridine (0.59 g, 3 mmol) and morpholine (1.3 g, 15 mmol) in DMF (5 ml) was heated at 100° C. for 3 h. After evaporation water was added to the residue and extracted with ether. The combined and dried organic phases were evaporated and the residue purified by column chromatography (SiO2, eluent: ethyl acetate/methylene chloride (1:1)). Yield: 0.68 g (91%). Reactants: Cl.NO (Hydroxylamine hydrochloride), C([O-])([O-])=O.[Na+].[Na+] (sodium carbonate), C(C)(=O)N[C@@H]1[C@H](C=C(C(=O)O)O[C@H]1[C@H](O)[C@H](O)CO)NC#N (5-(Acetylamino)-4-cyanoamino-2,6-anhydro-3,4,5-trideoxy-D-glycero-D-galacto- non-2-enonic acid). Solvent: CO (methanol). Reaction conditions: temperature 21 celsius, time 15 minute. The product is C(C)(=O)N[C@@H]1[C@H](C=C(C(=O)O)O[C@H]1[C@H](O)[C@H](O)CO)NC(=NO)N (5-(Acetylamino)-4-[[amino(hydroxyimino)methyl]amino]-2,6-anhydro-3,4,5-trideoxy-D-glycero-D-galacto- non-2-enonic acid). Yield: 32.6%. RXN SMILES: Cl.[NH2:2][OH:3].C(=O)([O-])[O-].[Na+].[Na+].[C:10]([NH:13][C@H:14]1[C@H:22]([C@@H:23]([C@@H:25]([CH2:27][OH:28])[OH:26])[OH:24])[O:21][C:17]([C:18]([OH:20])=[O:19])=[CH:16][C@@H:15]1[NH:29][C:30]#[N:31])(=[O:12])[CH3:11]>CO>[C:10]([NH:13][C@H:14]1[C@H:22]([C@@H:23]([C@@H:25]([CH2:27][OH:28])[OH:26])[OH:24])[O:21][C:17]([C:18]([OH:20])=[O:19])=[CH:16][C@@H:15]1[NH:29][C:30]([NH2:31])=[N:2][OH:3])(=[O:12])[CH3:11] |f:0.1,2.3.4|. Procedure details: Hydroxylamine hydrochloride (1.1 g, 15.85 mmol)(dried under vacuum over P2O5) was dissolved in dried (over 3 A mol. sieves) methanol (20 ml) and sodium carbonate (0.835 g, 7.9 mmol) was added. This was stirred at 21° C. under N2 for 15 min., then solid was filtered off. To the filtrate was then added the product of Example 1, step (i) (500 mg, 1.585 mmol) and stirring under N2 at 21° C. continued for 16 hr. White solid was filtered off, air dried, then dried under high vacuum to give the title c... The reactants are NC=1SC(=C(N1)/C(/C(=O)O)=N/OCC(=O)OC(C)(C)C)Br (2-(2-Amino-5-bromothiazol-4-yl)-2(Z)-(tert-butoxycarbonylmethoxyimino)acetic acid), N[C@H]1[C@@H]2N(C(=C(CS2)COC(CC(C)=O)=O)C(=O)O)C1=O (7β-amino-3-(3-oxobutyryloxymethyl)-3-cephem-4-carboxylic acid). Product: NC=1SC(=C(N1)/C(/C(=O)N[C@H]1[C@@H]2N(C(=C(CS2)COC(CC(C)=O)=O)C(=O)O)C1=O)=N/OCC(=O)OC(C)(C)C)Br (7β-[2-(2-Amino-5-bromothiazol-4-yl)-2(Z)-(tert-butoxycarbonylmethoxyimino)acetamido]-3-(3-oxobutyryloxymethyl)-3-cephem-4-carboxylic acid). Isolated yield 99.0%. Reaction SMILES: [NH2:1][C:2]1[S:3][C:4]([Br:21])=[C:5](/[C:7](=[N:11]/[O:12][CH2:13][C:14]([O:16][C:17]([CH3:20])([CH3:19])[CH3:18])=[O:15])/[C:8]([OH:10])=O)[N:6]=1.[NH2:22][C@@H:23]1[C:41](=[O:42])[N:25]2[C:26]([C:38]([OH:40])=[O:39])=[C:27]([CH2:30][O:31][C:32](=[O:37])[CH2:33][C:34](=[O:36])[CH3:35])[CH2:28][S:29][C@H:24]12>>[NH2:1][C:2]1[S:3][C:4]([Br:21])=[C:5](/[C:7](=[N:11]/[O:12][CH2:13][C:14]([O:16][C:17]([CH3:20])([CH3:19])[CH3:18])=[O:15])/[C:8]([NH:22][C@@H:23]2[C:41](=[O:42])[N:25]3[C:26]([C:38]([OH:40])=[O:39])=[C:27]([CH2:30][O:31][C:32](=[O:37])[CH2:33][C:34](=[O:36])[CH3:35])[CH2:28][S:29][C@H:24]23)=[O:10])[N:6]=1. Reported procedure: 2-(2-Amino-5-bromothiazol-4-yl)-2(Z)-(tert-butoxycarbonylmethoxyimino)acetic acid and 7β-amino-3-(3-oxobutyryloxymethyl)-3-cephem-4-carboxylic acid are reacted and worked up in the manner Reference Example 40 to give the above-identified compound (99% yield). Starting materials: ClC1C(=O)OC(C1)CCCCCCCC (α-chloro-γ-octyl-γ-butyrolactone), C([O-])([O-])=O.[K+].[K+] (potassium carbonate). Run in Cl (hydrochloric acid). The product is OC1C(=O)OC(C1)CCCCCCCC (α-hydroxy-γ-octyl-γ-butyrolactone). The yield is 78.0%. As a reaction SMILES: Cl[CH:2]1[CH2:7][CH:6]([CH2:8][CH2:9][CH2:10][CH2:11][CH2:12][CH2:13][CH2:14][CH3:15])[O:5][C:3]1=[O:4].C(=O)([O-])[O-:17].[K+].[K+]>Cl>[OH:17][CH:2]1[CH2:7][CH:6]([CH2:8][CH2:9][CH2:10][CH2:11][CH2:12][CH2:13][CH2:14][CH3:15])[O:5][C:3]1=[O:4] |f:1.2.3|. Procedure details: In a 50 ml flask with a cooling column, 3.5 g (15 mmol) of α-chloro-γ-octyl-γ-butyrolactone and 20 ml of 2N aqueous potassium carbonate were kept at 80° C. for 40 hours under stirring. The reaction mixture was cooled to room temperature and poured into 10 ml of 12N hydrochloric acid. The reaction product was extracted with ether and the ether extract was dried over anhydrous sodium carbonate. The ether was removed and the residue was distilled under reduced pressure to give α-hydroxy-γ-octyl-γ-b...